From a dataset of the Open Reaction Database (ORD), a public repository of structured organic reaction records. describe an organic reaction: reactants, conditions, products, and yield The reactants are CC1CC(C(CN2CC(=O)N(c3ccccc3Cl)CC2(C)C)NC(=O)OC(C)(C)C)OC1=O, CC(C)(C)CN, O, Oc1ccccn1. Yields the product CC(CC(O)C(CN1CC(=O)N(c2ccccc2Cl)CC1(C)C)NC(=O)OC(C)(C)C)C(=O)NCC(C)(C)C. As a reaction SMILES: [C:8]([CH3:9])([CH3:10])([CH3:11])[O:12][C:13]([NH:14][CH:15]([CH2:16][N:17]1[C:18]([CH3:31])([CH3:32])[CH2:19][N:20]([c:24]2[c:25]([Cl:30])[cH:26][cH:27][cH:28][cH:29]2)[C:21](=[O:23])[CH2:22]1)[CH:33]1[O:34][C:35](=[O:39])[CH:36]([CH3:38])[CH2:37]1)=[O:40].[CH3:41][C:42]([CH2:43][NH2:44])([CH3:45])[CH3:46].[OH2:47].[OH:1][c:2]1[cH:3][cH:4][cH:5][cH:6][n:7]1>>[C:8]([CH3:9])([CH3:10])([CH3:11])[O:12][C:13]([NH:14][CH:15]([CH2:16][N:17]1[C:18]([CH3:31])([CH3:32])[CH2:19][N:20]([c:24]2[c:25]([Cl:30])[cH:26][cH:27][cH:28][cH:29]2)[C:21](=[O:23])[CH2:22]1)[CH:33]([OH:34])[CH2:37][CH:36]([C:35](=[O:39])[NH:44][CH2:43][C:42]([CH3:41])([CH3:45])[CH3:46])[CH3:38])=[O:40].